This data is from the Open Reaction Database (ORD), a public repository of structured organic reaction records. The task is: describe an organic reaction: reactants, conditions, products, and yield Reactants: CN1N=C(C=C1)N (1-methyl-1H-pyrazol-3-ylamine), N1N=C(C=C1)NC(=S)N ((1H-Pyrazol-3-yl)-thiourea). Yields the product CN1N=C(C=C1)NC(=S)N ((1-Methyl-1H-pyrazol-3-yl)-thiourea). RXN SMILES: [CH3:1][N:2]1[CH:6]=[CH:5][C:4]([NH2:7])=[N:3]1.N1C=CC([NH:13][C:14](N)=[S:15])=N1>>[CH3:1][N:2]1[CH:6]=[CH:5][C:4]([NH:7][C:14]([NH2:13])=[S:15])=[N:3]1. Procedure details: This material is prepared from 1-methyl-1H-pyrazol-3-ylamine following the procedure described for the preparation of (1H-pyrazol-3-yl)-thiourea (35a) The reactants are OC1=CC=CC=2NN=NC21 (hydroxybenzotriazole), Cl.CN(CCCN=C=NCC)C (N-(3-dimethylaminopropyl)-N′-ethylcarbodiimide hydrochloride), ClC1=CC=C(N)C=C1 (4-chloroaniline), crude mixture, C(C)OC(=O)[C@H]1[C@@H](CC(C1)=C)C(=O)O (trans-(1SR,2SR)-4-Methylene-cyclopentane-1,2-dicarboxylic acid ethyl ester). The solvent is CCN(CC)CC (NEt3), CC#N (CH3CN). Run at time 30 minute. Yields the product COC(=O)[C@H]1[C@@H](CC(C1)=C)C(NC1=CC=C(C=C1)Cl)=O (trans-(1SR,2SR)-2-(4-Chloro-phenylcarbamoyl)-4-methylene-cyclopentane carboxylic acid methyl ester). The yield is 55.4%. Reaction SMILES: [CH2:1]([O:3][C:4]([C@@H:6]1[CH2:10][C:9](=[CH2:11])[CH2:8][C@H:7]1[C:12]([OH:14])=O)=[O:5])C.OC1C2N=NNC=2C=CC=1.Cl.CN(C)CCCN=C=NCC.[Cl:37][C:38]1[CH:44]=[CH:43][C:41]([NH2:42])=[CH:40][CH:39]=1>CC#N.CCN(CC)CC>[CH3:1][O:3][C:4]([C@@H:6]1[CH2:10][C:9](=[CH2:11])[CH2:8][C@H:7]1[C:12](=[O:14])[NH:42][C:41]1[CH:43]=[CH:44][C:38]([Cl:37])=[CH:39][CH:40]=1)=[O:5] |f:2.3|. Procedure details: The crude mixture containing 1a (16.7 g) was dissolved in 500 ml of CH3CN and treated subsequently with 51 ml of NEt3, 25.0 g hydroxybenzotriazole and 31.3 g of N-(3-dimethylaminopropyl)-N′-ethylcarbodiimide hydrochloride and stirring was continued at 22° C. for 30 min. The mixture was treated with 23.1 g of 4-chloroaniline and stirring was continued at 22° C. for 16 h and at 60° C. for 5 h. The mixture was evaporated and the residue partitioned between AcOEt and 0.1 N NaOH. The organic layer wa... Product: COC1=C(C2=CC=C(C=C2C=C1)C1=CC(=CC=C1)OC)SC1=CC=CC=C1 (2-Methoxy-6-(3-methoxyphenyl)-1-(phenylsulfanyl)naphthalene). Procedure details: A mixture of 1-bromo-2-methoxy-6-methoxyphenylnaphthalene (850 mg, 2.47 mmol, 1 eq), sodium benzenthiolate (391 mg, 2.96 mmol, 1.2 eq) and anhydrous DMF (10 ml) was refluxed under nitrogen for 11 hours. After cooling to room temperature, the mixture was poured onto ice. The precipitate was filtered off, washed with water and dried. Yield: 385 mg, 42%. The reactants are BrC1(C(C=CC=C1OC)OC)C1=CC=CC2=CC=CC=C12 (1-bromo-2-methoxy-6-methoxyphenylnaphthalene), C1(=CC=CC=C1)[S-].[Na+] (sodium benzenthiolate), CN(C)C=O (DMF). As a reaction SMILES: Br[C:2]1([C:12]2[C:21]3[C:16](=[CH:17][CH:18]=[CH:19][CH:20]=3)[CH:15]=[CH:14][CH:13]=2)[C:7]([O:8][CH3:9])=[CH:6][CH:5]=[CH:4][CH:3]1OC.[C:22]1([S-:28])[CH:27]=[CH:26][CH:25]=[CH:24][CH:23]=1.[Na+].CN([CH:33]=[O:34])C>>[CH3:9][O:8][C:7]1[CH:2]=[CH:12][C:13]2[C:5](=[CH:4][CH:3]=[C:15]([C:16]3[CH:21]=[CH:20][CH:19]=[C:18]([O:34][CH3:33])[CH:17]=3)[CH:14]=2)[C:6]=1[S:28][C:22]1[CH:27]=[CH:26][CH:25]=[CH:24][CH:23]=1 |f:1.2|. Starting materials: CC(C)(C)OC(=O)N1CC2CN(Cc3ccccc3)CC(C1)C2(C)O, CCO. Yields the product CC(C)(C)OC(=O)N1CC2CNCC(C1)C2(C)O. Reaction SMILES: [CH2:1]([c:2]1[cH:3][cH:4][cH:5][cH:6][cH:7]1)[N:8]1[CH2:9][CH:10]2[CH2:11][N:12]([C:19](=[O:20])[O:21][C:22]([CH3:23])([CH3:24])[CH3:25])[CH2:13][CH:14]([CH2:15]1)[C:16]2([CH3:17])[OH:18].[CH3:26][CH2:27][OH:28]>>[NH:8]1[CH2:9][CH:10]2[CH2:11][N:12]([C:19](=[O:20])[O:21][C:22]([CH3:23])([CH3:24])[CH3:25])[CH2:13][CH:14]([CH2:15]1)[C:16]2([CH3:17])[OH:18]. Reactants: OB(O)c1ccc(Cl)cc1, Cc1cc(Nc2cc3ccccc3c(Cl)n2)n[nH]1. The product is Cc1cc(Nc2cc3ccccc3c(-c3ccc(Cl)cc3)n2)n[nH]1. RXN SMILES: [Cl:19][c:20]1[cH:21][cH:22][c:23]([B:26]([OH:27])[OH:28])[cH:24][cH:25]1.[Cl:1][c:2]1[n:3][c:4]([NH:12][c:13]2[n:14][nH:15][c:16]([CH3:18])[cH:17]2)[cH:5][c:6]2[cH:7][cH:8][cH:9][cH:10][c:11]12>>[c:2]1(-[c:23]2[cH:22][cH:21][c:20]([Cl:19])[cH:25][cH:24]2)[n:3][c:4]([NH:12][c:13]2[n:14][nH:15][c:16]([CH3:18])[cH:17]2)[cH:5][c:6]2[cH:7][cH:8][cH:9][cH:10][c:11]12. Starting materials: BrCCCCCCCC(=O)O (8-bromooctanoic acid), C(C)O (ethanol), CCN=C=NCCCN(C)C (EDCI). The reagents and catalysts are CN(C)C=1C=CN=CC1 (DMAP). Run in C(Cl)Cl (methylene chloride). Reaction conditions: time 12 hour. The product is C(C)OC(CCCCCCCBr)=O (8-bromooctanoic acid ethyl ester). Isolated yield 76.1%. As a reaction SMILES: [Br:1][CH2:2][CH2:3][CH2:4][CH2:5][CH2:6][CH2:7][CH2:8][C:9]([OH:11])=[O:10].[CH2:12](O)[CH3:13].CCN=C=NCCCN(C)C>CN(C1C=CN=CC=1)C.C(Cl)Cl>[CH2:12]([O:10][C:9](=[O:11])[CH2:8][CH2:7][CH2:6][CH2:5][CH2:4][CH2:3][CH2:2][Br:1])[CH3:13]. Procedure: To a solution of 8-bromooctanoic acid (0.20 g, 0.89 mmol), DMAP (0.12 g, 0.99 mmol), and ethanol (0.05 g, 0.99 mmol) in methylene chloride (20 mL) was added EDCI (0.19 g, 0.99 mmol) at room temperature. After stirring for 12 h, the reaction mixture was washed with 1 N NaOH aqueous solution (15 mL) and water (30 mL), and the organic layer was dried over Na2SO4 and evaporated to give 8-bromooctanoic acid ethyl ester (0.17 g, 75%). This bromide reacted with 4-(3-adamantan-1-yl-ureido)butyric acid 8...